The task is: describe an organic reaction: reactants, conditions, products, and yield. This data is from the Open Reaction Database (ORD), a public repository of structured organic reaction records. The reactants are C(C1=CC=CC=C1)OC1=CC(N(C=C1)CCC1=CC2=C(CCN(CC2)C(C(F)(F)F)=O)C=C1)=O (4-Benzyloxy-1-{2-[3-(2,2,2-trifluoro-acetyl)-2,3,4,5-tetrahydro-1H-3-benzazepin-7-yl]-ethyl}-1H-pyridin-2-one), [OH-].[Na+] (sodium hydroxide). Run in CO (MeOH). Run at time 2 hour. The product is C(C1=CC=CC=C1)OC1=CC(N(C=C1)CCC1=CC2=C(CCNCC2)C=C1)=O (4-Benzyloxy-1-[2-(2,3,4,5-tetrahydro-1H-3-benzazepin-7-yl)-ethyl]-1H-pyridin-2-one). As a reaction SMILES: [CH2:1]([O:8][C:9]1[CH:14]=[CH:13][N:12]([CH2:15][CH2:16][C:17]2[CH:33]=[CH:32][C:20]3[CH2:21][CH2:22][N:23](C(=O)C(F)(F)F)[CH2:24][CH2:25][C:19]=3[CH:18]=2)[C:11](=[O:34])[CH:10]=1)[C:2]1[CH:7]=[CH:6][CH:5]=[CH:4][CH:3]=1.[OH-].[Na+]>CO>[CH2:1]([O:8][C:9]1[CH:14]=[CH:13][N:12]([CH2:15][CH2:16][C:17]2[CH:33]=[CH:32][C:20]3[CH2:21][CH2:22][NH:23][CH2:24][CH2:25][C:19]=3[CH:18]=2)[C:11](=[O:34])[CH:10]=1)[C:2]1[CH:3]=[CH:4][CH:5]=[CH:6][CH:7]=1 |f:1.2|. Procedure details: To 200 mg (0.43 mmol) 4-benzyloxy-1-{2-[3-(2,2,2-trifluoro-acetyl)-2,3,4,5-tetrahydro-1H-3-benzazepin-7-yl]-ethyl}-1H-pyridin-2-one (example 23.1) in 5.0 mL MeOH is added 0.85 mL (0.85 mmol) aqueous 1 M sodium hydroxide solution. The reaction mixture is stirred 2 h at RT. The solvent is evaporated, the residue is taken up in water and is extracted twice with DCM/MeOH. The combined organic phase is dried over MgSO4, filtered and the solvent is evaporated to afford the product. Reactants: NC=1C=CC(=C(C1)C=1C(=CC(N(C1)C)=O)OCC)OC1=C(C=C(C=C1)F)F (5-[5-amino-2-(2,4-difluorophenoxy)phenyl]-4-ethoxy-1-methylpyridin-2(1H)-one), N(=C=O)C1=CC(=CC=C1)OC1=CC=CC=C1 (1-isocyanato-3-phenoxybenzene), Hastelloy. The product is FC1=C(OC2=C(C=C(C=C2)NC(=O)NC2=CC(=CC=C2)OC2=CC=CC=C2)C2=CN(C(C=C2OCC)=O)C)C=CC(=C1)F (1-[4-(2,4-difluorophenoxy)-3-(4-ethoxy-1-methyl-6-oxo-1,6-dihydropyridin-3-yl)phenyl]-3-(3-phenoxyphenyl)urea). Reaction SMILES: [NH2:1][C:2]1[CH:3]=[CH:4][C:5]([O:19][C:20]2[CH:25]=[CH:24][C:23]([F:26])=[CH:22][C:21]=2[F:27])=[C:6]([C:8]2[C:9]([O:16][CH2:17][CH3:18])=[CH:10][C:11](=[O:15])[N:12]([CH3:14])[CH:13]=2)[CH:7]=1.[N:28]([C:31]1[CH:36]=[CH:35][CH:34]=[C:33]([O:37][C:38]2[CH:43]=[CH:42][CH:41]=[CH:40][CH:39]=2)[CH:32]=1)=[C:29]=[O:30]>>[F:27][C:21]1[CH:22]=[C:23]([F:26])[CH:24]=[CH:25][C:20]=1[O:19][C:5]1[CH:4]=[CH:3][C:2]([NH:1][C:29]([NH:28][C:31]2[CH:36]=[CH:35][CH:34]=[C:33]([O:37][C:38]3[CH:43]=[CH:42][CH:41]=[CH:40][CH:39]=3)[CH:32]=2)=[O:30])=[CH:7][C:6]=1[C:8]1[C:9]([O:16][CH2:17][CH3:18])=[CH:10][C:11](=[O:15])[N:12]([CH3:14])[CH:13]=1. Procedure details: A stock solution of Example 1G (0.73 M in pyridine, 458 μL, 0.033 mmol, 1.0 equivalent) and 1-isocyanato-3-phenoxybenzene (0.40 M in DMA, 108 μL, 0.043 mmol, 1.3 equivalents) were aspirated from their respective source vials, mixed through a perfluoroalkoxy mixing tube (0.2 mm inner diameter), and loaded into an injection loop. The reaction segment was injected into the flow reactor (Hastelloy coil, 0.75 mm inner diameter, 2.32 mL internal volume) set at 100° C., and passed through the reactor a... Starting materials: C(=O)(O)COC1=CC=C(C(=O)OC)C=C1 (Methyl 4-(carboxymethyloxy)benzoate), C(C(=O)Cl)(=O)Cl (oxalyl chloride), NC=1SC=CN1 (2-aminothiazole), CCN(C(C)C)C(C)C (DIPEA). Reagents/catalysts: CN(C)C=O (DMF). Solvent: C1=CC=CC=C1 (benzene), CCOC(=O)C (EtOAc). Conditions: time 16 hour. Product: S1C(=NC=C1)NCC(=O)OC1=CC=C(C(=O)OC)C=C1 (Methyl 4-[(thiazol-2-ylamino)acetyloxy]benzoate). Reaction SMILES: [C:1]([CH2:4][O:5][C:6]1[CH:15]=[CH:14][C:9]([C:10]([O:12][CH3:13])=[O:11])=[CH:8][CH:7]=1)(O)=O.C(Cl)(=O)C(Cl)=[O:18].[NH2:22][C:23]1[S:24][CH:25]=[CH:26][N:27]=1.CCN(C(C)C)C(C)C>C1C=CC=CC=1.CN(C=O)C.CCOC(C)=O>[S:24]1[CH:25]=[CH:26][N:27]=[C:23]1[NH:22][CH2:1][C:4]([O:5][C:6]1[CH:7]=[CH:8][C:9]([C:10]([O:12][CH3:13])=[O:11])=[CH:14][CH:15]=1)=[O:18]. Procedure: Acid 24-2 (1.0 g, 5 mmol) was suspended in 25 mL benzene, a few drops of DMF were added, then oxalyl chloride (1.3 ml, 15 mmol) in two portions. Once the gas evolution stopped, the homogeneous solution was concentrated, diluted with 25 mL DMF, and treated with 2-aminothiazole (550 mg, 5.5 mmol) and DIPEA (1 mL, 5.7 mmol). This mixture was stirred for 16 h, diluted with EtOAc, washed with water, sat. NaHCO3, and brine, dried (MgSO4) and concentrated providing 24-3 as an orange solid. Starting materials: O=C([O-])[O-], CN(C)CCCl, CN(C)C=O, CCOC(C)=O, Cl, [K+], [K+], CS(=O)(=O)c1ccc(C(=CC2CCCC2)c2cc3cc(O)cnc3n2S(=O)(=O)c2ccccc2)cc1. RXN SMILES: [C:1](=[O:2])([O-:3])[O-:4].[CH3:44][N:45]([CH2:46][CH2:47][Cl:48])[CH3:49].[CH3:50][N:51]([CH3:52])[CH:53]=[O:54].[CH3:55][CH2:56][O:57][C:58](=[O:59])[CH3:60].[ClH:43].[K+:5].[K+:6].[c:7]1([S:13](=[O:14])(=[O:15])[n:16]2[c:17]([C:26](=[CH:27][CH:28]3[CH2:29][CH2:30][CH2:31][CH2:32]3)[c:33]3[cH:34][cH:35][c:36]([S:39](=[O:40])(=[O:41])[CH3:42])[cH:37][cH:38]3)[cH:18][c:19]3[c:20]2[n:21][cH:22][c:23]([OH:25])[cH:24]3)[cH:8][cH:9][cH:10][cH:11][cH:12]1>>[c:7]1([S:13](=[O:14])(=[O:15])[n:16]2[c:17]([C:26](=[CH:27][CH:28]3[CH2:29][CH2:30][CH2:31][CH2:32]3)[c:33]3[cH:34][cH:35][c:36]([S:39](=[O:40])(=[O:41])[CH3:42])[cH:37][cH:38]3)[cH:18][c:19]3[c:20]2[n:21][cH:22][c:23]([O:25][CH2:47][CH2:46][N:45]([CH3:44])[CH3:49])[cH:24]3)[cH:8][cH:9][cH:10][cH:11][cH:12]1. Yields the product CN(C)CCOc1cnc2c(c1)cc(C(=CC1CCCC1)c1ccc(S(C)(=O)=O)cc1)n2S(=O)(=O)c1ccccc1. Reactants: C(C)(=O)OC1=C(C(=CC=C1OC)C#N)F (3-cyano-2-fluoro-6-methoxyphenyl acetate), [N+](=O)(O)[O-] (nitric acid), ice. Reaction conditions: time 1 hour. Product: FC1=C(C#N)C=C(C(=C1O)OC)[N+](=O)[O-] (2-fluoro-3-hydroxy-5-nitro-p-anisonitrile). As a reaction SMILES: C([O:4][C:5]1[C:10]([O:11][CH3:12])=[CH:9][CH:8]=[C:7]([C:13]#[N:14])[C:6]=1[F:15])(=O)C.[N+:16]([O-])([OH:18])=[O:17]>>[F:15][C:6]1[C:5]([OH:4])=[C:10]([O:11][CH3:12])[C:9]([N+:16]([O-:18])=[O:17])=[CH:8][C:7]=1[C:13]#[N:14]. Reported procedure: 0.8 g of 3-cyano-2-fluoro-6-methoxyphenyl acetate are introduced in three portions at -15° into 5 ml of 96 percent nitric acid, whereupon the mixture is stirred at -10° for 1 hour. Thereupon, the reaction mixture is poured on to 50 g of ice. The mixture is extracted twice with 70 ml of ethyl acetate each time. The combined organic phases are washed with saturated sodium chloride solution, dried over sodium sulfate and evaporated. The thus-obtained residue is dissolved in 50 ml of 1N sodium carbo... Reactants: C=CC(=O)Cl, CS(C)=O, CC(C)=O, NC(=O)c1cccc(N)c1. The product is C=CC(=O)Nc1cccc(C(N)=O)c1. RXN SMILES: [C:1]([CH:2]=[CH2:3])(=[O:4])[Cl:5].[CH3:16][S:17](=[O:18])[CH3:19].[CH3:20][C:21](=[O:22])[CH3:23].[NH2:6][c:7]1[cH:8][c:9]([C:10](=[O:11])[NH2:12])[cH:13][cH:14][cH:15]1>>[C:1]([CH:2]=[CH2:3])(=[O:4])[NH:6][c:7]1[cH:8][c:9]([C:10](=[O:11])[NH2:12])[cH:13][cH:14][cH:15]1.